This data is from the Open Reaction Database (ORD), a public repository of structured organic reaction records. The task is: describe an organic reaction: reactants, conditions, products, and yield Reactants: solution, CNC (dimethylamine), CO (methanol), C(C)(=O)NCCCC[C@@H](C(=O)O)NC(=O)OC(C)(C)C ((2S)-6-Acetylamino-2-(tert-butoxycarbonylamino)hexanoic acid), Cl.CN(CCCN=C=NCC)C (N-(3-Dimethylaminopropyl)-N'-ethylcarbodiimide hydrochloride), O.ON1N=NC2=C1C=CC=C2 (1-Hydroxybenzotriazole hydrate). Run in CN(C=O)C (N,N-dimethylformamide), C(C)(=O)OCC (ethyl acetate), ClCCl (dichloromethane). Run at temperature 0 celsius, time 20 minute. Product: C(C)(C)(C)OC(N[C@@H](CCCCNC(C)=O)C(N(C)C)=O)=O (((1S)-5-acetylamino-1-(dimethylcarbamoyl)pentyl)carbamic acid tert-butyl ester). Isolated yield 55.0%. RXN SMILES: [C:1]([NH:4][CH2:5][CH2:6][CH2:7][CH2:8][C@H:9]([NH:13][C:14]([O:16][C:17]([CH3:20])([CH3:19])[CH3:18])=[O:15])[C:10]([OH:12])=O)(=[O:3])[CH3:2].O.ON1C2C=CC=CC=2N=N1.Cl.[CH3:33][N:34](C)[CH2:35]CCN=C=NCC.CNC.CO>ClCCl.CN(C)C=O.C(OCC)(=O)C>[C:17]([O:16][C:14](=[O:15])[NH:13][C@H:9]([C:10](=[O:12])[N:34]([CH3:35])[CH3:33])[CH2:8][CH2:7][CH2:6][CH2:5][NH:4][C:1](=[O:3])[CH3:2])([CH3:20])([CH3:19])[CH3:18] |f:1.2,3.4|. Reported procedure: (2S)-6-Acetylamino-2-(tert-butoxycarbonylamino)hexanoic acid (Purchased at Bachem, 5.0 g, 17.3 mmol) was dissolved in dichloromethane (100 ml) and N,N-dimethylformamide (50 ml). 1-Hydroxybenzotriazole hydrate (2.65 g, 17.3 mmol) was added. The solution was cooled to 0° C. N-(3-Dimethylaminopropyl)-N'-ethylcarbodiimide hydrochloride (3.32 g, 17.3 mmol) was added. The reaction mixture was stirred for 20 min at 0° C. A 33% solution or dimethylamine in methanol (16.4 ml, 121 mmol) was added. The rea...